From a dataset of the Open Reaction Database (ORD), a public repository of structured organic reaction records. describe an organic reaction: reactants, conditions, products, and yield Reactants: CC(=O)[C@H]1[C@@H](C=CCC1(C)C)C (trans-2,6,6-trimethyl-3-cyclohexenyl methyl ketone), CC(=O)C1C(C=CCC1(C)C)C (2,6,6-trimethyl-3-cyclohexenyl methyl ketone), C[O-].[K+] (potassium methoxide), C1CCCCCCCCCCC1 (cyclododecane). Run in CS(=O)C (dimethyl sulfoxide). Yields the product CC(=O)C1C(=CCCC1(C)C)C (2,6,6-trimethyl-2-cyclohexenyl methyl ketone), CC(=O)C1=C(CCCC1(C)C)C (2,6,6-trimethyl-1-cyclohexenyl methyl ketone). Reaction SMILES: [CH3:1][C:2]([CH:4]1[C:9]([CH3:11])([CH3:10])[CH2:8][CH:7]=[CH:6][CH:5]1[CH3:12])=[O:3].C[O-].[K+].C1CCCCCCCCCCC1.[CH3:28][C:29]([C@@H:31]1[C:36]([CH3:38])([CH3:37])[CH2:35][CH:34]=[CH:33][C@H:32]1[CH3:39])=[O:30]>CS(C)=O>[CH3:1][C:2]([CH:4]1[C:9]([CH3:11])([CH3:10])[CH2:8][CH2:7][CH:6]=[C:5]1[CH3:12])=[O:3].[CH3:28][C:29]([C:31]1[C:36]([CH3:38])([CH3:37])[CH2:35][CH2:34][CH2:33][C:32]=1[CH3:39])=[O:30] |f:1.2|. Reported procedure: In a 100-ml four-necked flask equipped with a thermometer, a condenser and a stirrer, placed were 2,6,6-trimethyl-3-cyclohexenyl methyl ketone (10 g) synthesized in Referential Example 1, potassium methoxide (2.5 g), dimethyl sulfoxide (30 ml) and, as an internal standard substance for the analysis by gas chromatography, cyclododecane (3 g). The mixture was reacted at 120° C. for 2.5 hours. The reaction mixture was treated in an usual manner. Analysis by gas chromatography showed that the conten...